Dataset: the Open Reaction Database (ORD), a public repository of structured organic reaction records. Task: describe an organic reaction: reactants, conditions, products, and yield The reactants are [N+](=O)([O-])C=1C=C(NC(C2=CC=C(C=C2)N2CCOCC2)=O)C=CC1[N+](=O)[O-] (3,4-dinitro-N-(4-morpholin-4-ylbenzoyl)aniline), N1(CCOCC1)C1=CC=C(C=O)C=C1 (4-morpholinylbenzaldehyde). The product is O1CCN(CC1)C1=CC=C(C(=O)NC2=CC3=C(NC(=N3)C3=CC=C(C=C3)N3CCOCC3)C=C2)C=C1 (4-morpholino-N-(2-(4-morpholinophenyl)-1H-benzo[d]imidazol-5-yl)benzamide). Reaction SMILES: [N+:1]([C:4]1[CH:5]=[C:6]([CH:22]=[CH:23][C:24]=1[N+:25]([O-])=O)[NH:7][C:8](=[O:21])[C:9]1[CH:14]=[CH:13][C:12]([N:15]2[CH2:20][CH2:19][O:18][CH2:17][CH2:16]2)=[CH:11][CH:10]=1)([O-])=O.[N:28]1([C:34]2[CH:41]=[CH:40][C:37]([CH:38]=O)=[CH:36][CH:35]=2)[CH2:33][CH2:32][O:31][CH2:30][CH2:29]1>>[O:18]1[CH2:19][CH2:20][N:15]([C:12]2[CH:13]=[CH:14][C:9]([C:8]([NH:7][C:6]3[CH:22]=[CH:23][C:24]4[NH:25][C:38]([C:37]5[CH:36]=[CH:35][C:34]([N:28]6[CH2:33][CH2:32][O:31][CH2:30][CH2:29]6)=[CH:41][CH:40]=5)=[N:1][C:4]=4[CH:5]=3)=[O:21])=[CH:10][CH:11]=2)[CH2:16][CH2:17]1. Reported procedure: Compound 212 was prepared according to the procedure similar to that described in Scheme III from 3,4-dinitro-N-(4-morpholin-4-ylbenzoyl)aniline and 4-morpholinylbenzaldehyde. [M+H]+ calcd for C28H29N5O3: 484.23; found: 483.94. The reactants are C(C)(C)(C)OC(=O)N1[C@H](CCC1)COC1=CC=C(C=C1)O ((R)-2-(4-hydroxy-phenoxymethyl)-pyrrolidine-1-carboxylic acid tert-butyl ester), ClC=1SC2=C(N1)C=CC(=C2)OC (2-chloro-6-methoxy-benzothiazole). Yields the product C(C)(C)(C)OC(=O)N1[C@H](CCC1)COC1=CC=C(C=C1)OC=1SC2=C(N1)C=CC(=C2)OC ((R)-2-[4-(6-Methoxy-benzothiazol-2-yloxy)-phenoxymethyl]-pyrrolidine-1-carboxylic acid tert-butyl ester). The yield is 77.0%. Reaction SMILES: [C:1]([O:5][C:6]([N:8]1[CH2:12][CH2:11][CH2:10][C@@H:9]1[CH2:13][O:14][C:15]1[CH:20]=[CH:19][C:18]([OH:21])=[CH:17][CH:16]=1)=[O:7])([CH3:4])([CH3:3])[CH3:2].Cl[C:23]1[S:24][C:25]2[CH:31]=[C:30]([O:32][CH3:33])[CH:29]=[CH:28][C:26]=2[N:27]=1>>[C:1]([O:5][C:6]([N:8]1[CH2:12][CH2:11][CH2:10][C@@H:9]1[CH2:13][O:14][C:15]1[CH:20]=[CH:19][C:18]([O:21][C:23]2[S:24][C:25]3[CH:31]=[C:30]([O:32][CH3:33])[CH:29]=[CH:28][C:26]=3[N:27]=2)=[CH:17][CH:16]=1)=[O:7])([CH3:4])([CH3:2])[CH3:3]. Procedure details: Followed the same procedure as that of step 1 in Example 99 with the use of (R)-2-(4-hydroxy-phenoxymethyl)-pyrrolidine-1-carboxylic acid tert-butyl ester ((147 mg, 0.5 mmol) and 2-chloro-6-methoxy-benzothiazole (100 mg, 0.5 mmol) to afford the title product (185 mg, 77% yield); 1H NMR (400 MHz, CDCl3); δ 1.46 (s, 9H), 1.80-2.10 (m, 4H), 3.28-3.46 (m, 2H), 3.70-3.98 (m, 1H), 3.84 (s, 3H), 4.01-4.20 (m, 2H), 6.72-6.82 (m, 4H), 6.92-6.99 (m, 2H), 7.62 (d, J=8.8 Hz, 1H). The solvent is C1CCOC1 (THF), C(C)#N (acetonitrile). Starting materials: BrCCCCCCCCCCCO (11-bromoundecan-1-ol), compound 31, [N-]=[N+]=[N-].[Na+] (sodium azide). Reaction conditions: time 1 hour. Reported procedure: 11-bromoundecan-1-ol (the compound 31) (15.1 g) was dissolved in 250 ml of acetonitrile, and 15.7 g of sodium azide was added to that, followed by 18-hour reaction caused by refluxing. After cooled down to room temperature, the solid components were removed by filtration. The solvent of the filtrate was distilled away under reduced pressure, to obtain 13.9 g of a transparent, viscous liquid. Of this liquid, 8.34 g was dissolved in 60 ml of THF distilled from calcium hydride in a nitrogen atmosph... Product: NCCCCCCCCCCCO (11-aminoundecan-1-ol). As a reaction SMILES: Br[CH2:2][CH2:3][CH2:4][CH2:5][CH2:6][CH2:7][CH2:8][CH2:9][CH2:10][CH2:11][CH2:12][OH:13].[N-:14]=[N+]=[N-].[Na+]>C(#N)C.C1COCC1>[NH2:14][CH2:2][CH2:3][CH2:4][CH2:5][CH2:6][CH2:7][CH2:8][CH2:9][CH2:10][CH2:11][CH2:12][OH:13] |f:1.2|. Reactants: COC(=O)OC1CC2=CC=C3C4CCC(C(C)CS(=O)(=O)c5ccccc5)C4(C)CCC3C2(C)C(OC(=O)OC)C1, CCCCCC, CCOCC, CC(C)[N-]C(C)C, CC(C)CC=O, CC(C)NC(C)C, [Cl-], [Li+], [Li]CCCC, [NH4+], C1CCOC1. Yields the product COC(=O)OC1CC2=CC=C3C4CCC(C(C)C(C(O)CC(C)C)S(=O)(=O)c5ccccc5)C4(C)CCC3C2(C)C(OC(=O)OC)C1. As a reaction SMILES: [CH3:1][O:2][C:3](=[O:4])[O:5][CH:6]1[CH2:7][CH:8]([O:37][C:38](=[O:39])[O:40][CH3:41])[CH2:9][C:10]2=[CH:11][CH:12]=[C:13]3[CH:14]4[CH2:15][CH2:16][CH:17]([CH:18]([CH2:19][S:20](=[O:21])(=[O:22])[c:23]5[cH:24][cH:25][cH:26][cH:27][cH:28]5)[CH3:29])[C:30]4([CH3:36])[CH2:31][CH2:32][CH:33]3[C:34]12[CH3:35].[CH3:68][CH2:69][CH2:70][CH2:71][CH2:72][CH3:73].[CH3:81][CH2:82][O:83][CH2:84][CH3:85].[CH:42]([N-:43][CH:44]([CH3:45])[CH3:46])([CH3:47])[CH3:48].[CH:55]([CH2:56][CH:57]([CH3:58])[CH3:59])=[O:60].[CH:74]([NH:75][CH:76]([CH3:77])[CH3:78])([CH3:79])[CH3:80].[Cl-:61].[Li+:49].[Li:50][CH2:51][CH2:52][CH2:53][CH3:54].[NH4+:62].[O:63]1[CH2:64][CH2:65][CH2:66][CH2:67]1>>[CH3:1][O:2][C:3](=[O:4])[O:5][CH:6]1[CH2:7][CH:8]([O:37][C:38](=[O:39])[O:40][CH3:41])[CH2:9][C:10]2=[CH:11][CH:12]=[C:13]3[CH:14]4[CH2:15][CH2:16][CH:17]([CH:18]([CH:19]([S:20](=[O:21])(=[O:22])[c:23]5[cH:24][cH:25][cH:26][cH:27][cH:28]5)[CH:55]([CH2:56][CH:57]([CH3:58])[CH3:59])[OH:60])[CH3:29])[C:30]4([CH3:36])[CH2:31][CH2:32][CH:33]3[C:34]12[CH3:35]. The reactants are COC=C1CCC(CCc2ccc(C#N)cc2)CC1, Cl, O. Yields the product N#Cc1ccc(CCC2CCC(C=O)CC2)cc1. As a reaction SMILES: [CH3:1][O:2][CH:3]=[C:4]1[CH2:5][CH2:6][CH:7]([CH2:10][CH2:11][c:12]2[cH:13][cH:14][c:15]([C:16]#[N:17])[cH:18][cH:19]2)[CH2:8][CH2:9]1.[ClH:20].[OH2:21]>>[O:2]=[CH:3][CH:4]1[CH2:5][CH2:6][CH:7]([CH2:10][CH2:11][c:12]2[cH:13][cH:14][c:15]([C:16]#[N:17])[cH:18][cH:19]2)[CH2:8][CH2:9]1. The reactants are N1N=CC2=CC=CC=C12 (indazole), solution, C[O-].[Na+] (sodium methoxide), BrCC(=O)O (bromoacetic acid), Cl (HCl), C[O-].[Na+] (sodium methoxide), BrCC(=O)O (bromoacetic acid). Solvent: CO (methanol), CO (methanol), C(C)(=O)OCC (ethyl acetate). Reaction conditions: temperature 0 celsius. The product is C(=O)(O)CN1N=CC2=CC=CC=C12 (1-carboxymethylindazole). The yield is 32.7%. Reaction SMILES: [NH:1]1[C:9]2[C:4](=[CH:5][CH:6]=[CH:7][CH:8]=2)[CH:3]=[N:2]1.C[O-].[Na+].Br[CH2:14][C:15]([OH:17])=[O:16].Cl>CO.C(OCC)(=O)C>[C:15]([CH2:14][N:1]1[C:9]2[C:4](=[CH:5][CH:6]=[CH:7][CH:8]=2)[CH:3]=[N:2]1)([OH:17])=[O:16] |f:1.2|. Procedure: To a solution of indazole (1.0 g, 8.3 mM) in methanol (10 μl) are added 28% solution of sodium methoxide in methanol (3.53 ml, 18.26 mmole) and bromoacetic acid (1.41 g, 9.96 mmole), and the mixture is heated to reflux for 2 hr. After addition of the same amount of sodium methoxide and bromoacetic acid, the mixture is heated to reflux for another 1 hr. This procedures of addition are repeated two more times and the mixture is cooled to 0° C. After addition of ethyl acetate, the mixture is adjust... Starting materials: ClC1=NC(=C(C(=N1)NNC([C@@H](CN(C=O)OC1OCCCC1)CC1CCCC1)=O)F)NCC=1SC=CN1 ([(2R)-3-(2-{2-Chloro-5-fluoro-6-[(1,3-thiazol-2-ylmethyl)amino]-4-pyrimidinyl}hydrazino)-2-(cyclopentylmethyl)-3-oxopropyl](tetrahydro-2H-pyran-2-yloxy)formamide). Run in C(C)(=O)O (acetic acid), O (water). Run at time 8 hour. The product is ClC1=NC(=C(C(=N1)NNC([C@@H](CN(C=O)O)CC1CCCC1)=O)F)NCC=1SC=CN1 ([(2R)-3-(2-{2-chloro-5-fluoro-6-[(1,3-thiazol-2-ylmethyl)amino]-4-pyrimidinyl}hydrazino)-2-(cyclopentylmethyl)-3-oxopropyl]hydroxyformamide). Yield: 57.6%. RXN SMILES: [Cl:1][C:2]1[N:7]=[C:6]([NH:8][NH:9][C:10](=[O:29])[C@H:11]([CH2:23][CH:24]2[CH2:28][CH2:27][CH2:26][CH2:25]2)[CH2:12][N:13]([O:16]C2CCCCO2)[CH:14]=[O:15])[C:5]([F:30])=[C:4]([NH:31][CH2:32][C:33]2[S:34][CH:35]=[CH:36][N:37]=2)[N:3]=1>C(O)(=O)C.O>[Cl:1][C:2]1[N:7]=[C:6]([NH:8][NH:9][C:10](=[O:29])[C@H:11]([CH2:23][CH:24]2[CH2:25][CH2:26][CH2:27][CH2:28]2)[CH2:12][N:13]([OH:16])[CH:14]=[O:15])[C:5]([F:30])=[C:4]([NH:31][CH2:32][C:33]2[S:34][CH:35]=[CH:36][N:37]=2)[N:3]=1. Procedure: [(2R)-3-(2-{2-Chloro-5-fluoro-6-[(1,3-thiazol-2-ylmethyl)amino]-4-pyrimidinyl}hydrazino)-2-(cyclopentylmethyl)-3-oxopropyl](tetrahydro-2H-pyran-2-yloxy)formamide (0.3031 g, 0.5461 mmol) was dissolved in acetic acid (8 mL) and water (2 mL). This reaction mixture was stirred overnight. The volatiles were evaporated and reaction mixture was purified by RP-HPLC to provide [(2R)-3-(2-{2-chloro-5-fluoro-6-[(1,3-thiazol-2-ylmethyl)amino]-4-pyrimidinyl}hydrazino)-2-(cyclopentylmethyl)-3-oxopropyl]hydrox... Reactants: NC1=C(C(=O)O)C=CN=C1 (3-aminoisonicotinic acid), C(CC(C)C)(=O)Cl (isovaleryl chloride), O (water). Run in CN(C)C=O (DMF). Conditions: temperature 0 celsius, time 2.5 hour. The product is CC(CC(=O)NC1=C(C(=O)O)C=CN=C1)C (3-[(3-methylbutanoyl)amino]isonicotinic acid). Reaction SMILES: [NH2:1][C:2]1[CH:10]=[N:9][CH:8]=[CH:7][C:3]=1[C:4]([OH:6])=[O:5].[C:11](Cl)(=[O:16])[CH2:12][CH:13]([CH3:15])[CH3:14].O>CN(C=O)C>[CH3:14][CH:13]([CH3:15])[CH2:12][C:11]([NH:1][C:2]1[CH:10]=[N:9][CH:8]=[CH:7][C:3]=1[C:4]([OH:6])=[O:5])=[O:16]. Reported procedure: To a solution of 3-aminoisonicotinic acid 1-1 (3.89 g, 28.16 mmol) in DMF at 0° C. was added isovaleryl chloride (3.73 g, 30.97 mmol) and the reaction was stirred at 0° C. After 2.5 h, water was added to the reaction mixture and a precipitate formed which was collected by filtration and washed with ether to afford the title compound as a bone colored powder. 1H NMR (500 MHz, CDCl3) δ 0.95 (d, J=7 Hz, 6H), 2.06-2.13 (m, 1H), 2.27 (d, J=7 Hz, 2H), 7.73 (d, J=4.5 Hz, 1H), 8.41 (d, J=5 Hz, 1H), 9.37...